From a dataset of the Open Reaction Database (ORD), a public repository of structured organic reaction records. describe an organic reaction: reactants, conditions, products, and yield Reactants: Cl.C(C)(C)(C)C1=CC(=NO1)NC(NC1=CC=C(C=C1)NC(C1=NC=C(C=C1)OC[C@H]1CNCC1)=O)=O ((R)-N-(4-(3-(5-tert-Butylisoxazol-3-yl)ureido)phenyl)-5-(pyrrolidin-3-ylmethoxy)picolinamide hydrochloride), Cl.FCC(CF)(C)C1=CC(=NO1)NC(NC1=CC=C(C=C1)NC(C1=NC=C(C=C1)OC1CCNCC1)=O)=O (N-(4-(3-(5-(1,3-difluoro-2-methylpropan-2-yl)isoxazol-3-yl)ureido)phenyl)-5-(piperidin-4-yloxy)picolinamide hydrochloride). Yields the product C(C)(C)(C)C1=CC(=NO1)NC(NC1=CC=C(C=C1)NC(C1=NC=C(C=C1)OC[C@H]1CN(CC1)C(C)C)=O)=O ((R)-N-(4-(3-(5-tert-Butylisoxazol-3-yl)ureido)phenyl)-5-((1-isopropylpyrrolidin-3-yl)methoxy)picolinamide). The yield is 20.0%. As a reaction SMILES: Cl.[C:2]([C:6]1[O:10][N:9]=[C:8]([NH:11][C:12](=[O:36])[NH:13][C:14]2[CH:19]=[CH:18][C:17]([NH:20][C:21](=[O:35])[C:22]3[CH:27]=[CH:26][C:25]([O:28][CH2:29][C@@H:30]4[CH2:34][CH2:33][NH:32][CH2:31]4)=[CH:24][N:23]=3)=[CH:16][CH:15]=2)[CH:7]=1)([CH3:5])([CH3:4])[CH3:3].Cl.F[CH2:39][C:40](C1ON=C(NC(=O)NC2C=CC(NC(=O)C3C=CC(OC4CCNCC4)=CN=3)=CC=2)C=1)(C)[CH2:41]F>>[C:2]([C:6]1[O:10][N:9]=[C:8]([NH:11][C:12](=[O:36])[NH:13][C:14]2[CH:15]=[CH:16][C:17]([NH:20][C:21](=[O:35])[C:22]3[CH:27]=[CH:26][C:25]([O:28][CH2:29][C@@H:30]4[CH2:34][CH2:33][N:32]([CH:40]([CH3:41])[CH3:39])[CH2:31]4)=[CH:24][N:23]=3)=[CH:18][CH:19]=2)[CH:7]=1)([CH3:5])([CH3:3])[CH3:4] |f:0.1,2.3|. Reported procedure: (R)-N-(4-(3-(5-tert-Butylisoxazol-3-yl)ureido)phenyl)-5-((1-isopropylpyrrolidin-3-yl)methoxy)picolinamide (26 mg, 20%) was prepared using a procedure analogous to that described in Example 20, substituting (R)-N-(4-(3-(5-tert-butylisoxazol-3-yl)ureido)phenyl)-5-(pyrrolidin-3-ylmethoxy)picolinamide hydrochloride from Step 2 of this example for N-(4-(3-(5-(1,3-difluoro-2-methylpropan-2-yl)isoxazol-3-yl)ureido)phenyl)-5-(piperidin-4-yloxy)picolinamide hydrochloride used in Example 20. LC-MS (ESI) m... The reactants are [H-].[H-].[H-].[H-].[Li+].[Al+3] (LiAlH4), C(C)OC(C1=CC(=CC=C1)OC(C)(C)C)=O (3-tert-butoxy-benzoic acid ethyl ester). The solvent is C(C)OCC (diethyl ether), CCOCC (ether). Product: C(C)(C)(C)OC=1C=C(C=CC1)CO ((3-tert-butoxy-phenyl) Methanol). Yield: 91.2%. RXN SMILES: [H-].[H-].[H-].[H-].[Li+].[Al+3].C([O:9][C:10](=O)[C:11]1[CH:16]=[CH:15][CH:14]=[C:13]([O:17][C:18]([CH3:21])([CH3:20])[CH3:19])[CH:12]=1)C>C(OCC)C>[C:18]([O:17][C:13]1[CH:12]=[C:11]([CH2:10][OH:9])[CH:16]=[CH:15][CH:14]=1)([CH3:21])([CH3:19])[CH3:20] |f:0.1.2.3.4.5|. Procedure: To a suspension of LiAlH4 (1.707 g, 0.045 mol) in anhydrous diethyl ether (80 mL) in a 3-necked rb flask equipped with addition funnel at 0° C. in an ice-water bath was added dropwise a solution of 3-tert-butoxy-benzoic acid ethyl ester (5.0 g, 0.0225 mol) in ether (20 mL). The reaction mixture was left to warm to rt over 15 min, then cooled in an ice-water bath and quenched by dropwise addition of H2O. The mixture was partitioned between ether and H2O, the aqueous layer washed with ether (2×30 ... The reactants are C([O-])([O-])=O.[Cs+].[Cs+] (cesium carbonate), CC1(C2=CC=CC(=C2OC=2C(=CC=CC12)P(C1=CC=CC=C1)C1=CC=CC=C1)P(C1=CC=CC=C1)C1=CC=CC=C1)C ((9,9-dimethyl-9H-xanthene-4,5-diyl)bis(diphenylphosphine)), N1(CCOCC1)C(=O)C=1C=C2C(C=C(OC2=C(C1)C1NCCC1)N1CCOCC1)=O (6-(morpholine-4-carbonyl)-2-morpholino-8-(pyrrolidin-2-yl)-4H-chromen-4-one), BrC1=CC(=CC(=C1)F)F (1-bromo-3,5-difluorobenzene). The reagents and catalysts are C(C)(=O)O[Pd]OC(C)=O (diacetoxypalladium). Run in O1CCOCC1 (dioxane). Reaction conditions: temperature 100 celsius. Product: FC=1C=C(C=C(C1)F)N1[C@H](CCC1)C=1C=C(C=C2C(C=C(OC12)N1CCOCC1)=O)C(=O)N1CCOCC1 (8-[(2R)-1-(3,5-difluorophenyl)pyrrolidin-2-yl]-6-(morpholine-4-carbonyl)-2-morpholino-chromen-4-one), FC=1C=C(C=C(C1)F)N1C(CCC1)C=1C=C(C=C2C(C=C(OC12)N1CCOCC1)=O)C(=O)N1CCOCC1 (8-(1-(3,5-difluorophenyl)pyrrolidin-2-yl)-6-(morpholine-4-carbonyl)-2-morpholino-4H-chromen-4-one). Isolated yield 149.9%. As a reaction SMILES: [N:1]1([C:7]([C:9]2[CH:10]=[C:11]3[C:16](=[C:17]([CH:19]4[CH2:23][CH2:22][CH2:21][NH:20]4)[CH:18]=2)[O:15][C:14]([N:24]2[CH2:29][CH2:28][O:27][CH2:26][CH2:25]2)=[CH:13][C:12]3=[O:30])=[O:8])[CH2:6][CH2:5][O:4][CH2:3][CH2:2]1.Br[C:32]1[CH:37]=[C:36]([F:38])[CH:35]=[C:34]([F:39])[CH:33]=1.C(=O)([O-])[O-].[Cs+].[Cs+].CC1(C)C2C=CC=C(P(C3C=CC=CC=3)C3C=CC=CC=3)C=2OC2C1=CC=CC=2P(C1C=CC=CC=1)C1C=CC=CC=1>O1CCOCC1.C(O[Pd]OC(=O)C)(=O)C>[F:38][C:36]1[CH:37]=[C:32]([N:20]2[CH2:21][CH2:22][CH2:23][C@@H:19]2[C:17]2[CH:18]=[C:9]([C:7]([N:1]3[CH2:6][CH2:5][O:4][CH2:3][CH2:2]3)=[O:8])[CH:10]=[C:11]3[C:16]=2[O:15][C:14]([N:24]2[CH2:25][CH2:26][O:27][CH2:28][CH2:29]2)=[CH:13][C:12]3=[O:30])[CH:33]=[C:34]([F:39])[CH:35]=1.[F:38][C:36]1[CH:37]=[C:32]([N:20]2[CH2:21][CH2:22][CH2:23][CH:19]2[C:17]2[CH:18]=[C:9]([C:7]([N:1]3[CH2:6][CH2:5][O:4][CH2:3][CH2:2]3)=[O:8])[CH:10]=[C:11]3[C:16]=2[O:15][C:14]([N:24]2[CH2:25][CH2:26][O:27][CH2:28][CH2:29]2)=[CH:13][C:12]3=[O:30])[CH:33]=[C:34]([F:39])[CH:35]=1 |f:2.3.4|. Reported procedure: 6-(morpholine-4-carbonyl)-2-morpholino-8-(pyrrolidin-2-yl)-4H-chromen-4-one (296 g, 716 mmol), 1-bromo-3,5-difluorobenzene (173 g, 895 mmol) and cesium carbonate (700 g, 2148 mmol) suspended in dioxane (3 L) was bubbled with nitrogen for 10 minutes. diacetoxypalladium (8.04 g, 36 mmol) and (9,9-dimethyl-9H-xanthene-4,5-diyl)bis(diphenylphosphine) (41.4 g, 72 mmol) were added and the mixture bubbled with nitrogen for 2 minutes then heated at 100° C. for 2 hours. Upon cooling to room temperature t... Reactants: Cl.NC=1C2=C(NS(N1)(=O)=O)C=CC=C2OC[C@@H]2C[NH2+]CCC2 ((S)-3-(((4-amino-2,2-dioxido-1H-benzo[c][1,2,6]thiadiazin-5-yl)oxy)methyl)piperidinium hydrochloride), C1CCOC1 (THF), C(=O)(O)[O-].[Na+] (NaHCO3), C(=O)(O)[O-].[Na+] (NaHCO3), C1(CCCC1)C(=O)Cl (cyclopentanecarbonyl chloride). The solvent is O (H2O). Reaction conditions: time 8 hour. Product: NC=1C2=C(NS(N1)(=O)=O)C=CC=C2OC[C@@H]2CN(CCC2)C(=O)C2CCCC2 ((S)-(3-(((4-amino-2,2-dioxido-1H-benzo[c][1,2,6]thiadiazin-5-yl)oxy)methyl)piperidin-1-yl)(cyclopentyl)methanone). Yield: 52.1%. RXN SMILES: Cl.[NH2:2][C:3]1[C:4]2[C:14]([O:15][CH2:16][C@H:17]3[CH2:22][CH2:21][CH2:20][NH2+:19][CH2:18]3)=[CH:13][CH:12]=[CH:11][C:5]=2[NH:6][S:7](=[O:10])(=[O:9])[N:8]=1.C1COCC1.C([O-])(O)=O.[Na+].[CH:33]1([C:38](Cl)=[O:39])[CH2:37][CH2:36][CH2:35][CH2:34]1>O>[NH2:2][C:3]1[C:4]2[C:14]([O:15][CH2:16][C@H:17]3[CH2:22][CH2:21][CH2:20][N:19]([C:38]([CH:33]4[CH2:37][CH2:36][CH2:35][CH2:34]4)=[O:39])[CH2:18]3)=[CH:13][CH:12]=[CH:11][C:5]=2[NH:6][S:7](=[O:9])(=[O:10])[N:8]=1 |f:0.1,3.4|. Procedure details: To a solution of (S)-3-(((4-amino-2,2-dioxido-1H-benzo[c][1,2,6]thiadiazin-5-yl)oxy)methyl)piperidinium hydrochloride (Example 2a, 528 mg, 1.52 mmol) in H2O:THF (20 mL, 2:1), was added NaHCO3 (640 mg, 7.60 mmol). Upon complete dissolution of the NaHCO3, cyclopentanecarbonyl chloride (945 uL, 7.60 mmol) was added dropwise. The reaction was stirred at room temperature overnight. The precipitate was collected by vacuum filtration and purified by preparative HPLC (10-90% acetonitrile in water). The ... Starting materials: FC1=C(OC2=C(C=C(C=C2)CS(=O)(=O)C)C2=CN(C3=C(N=C(C=C32)C=C)OC)C)C=CC(=C1)F (3-(2-(2,4-difluorophenoxy)-5-(methylsulfonylmethyl)phenyl)-7-methoxy-1-methyl-5-vinyl-1H-pyrrolo[2,3-c]pyridine), C(C)O (ethanol). Reagents/catalysts: [Pd] (Pd/C). Solvent: C(C)(=O)OCC (ethyl acetate). Conditions: time 2 hour. Yields the product FC1=C(OC2=C(C=C(C=C2)CS(=O)(=O)C)C2=CN(C3=C(N=C(C=C32)CC)OC)C)C=CC(=C1)F (3-(2-(2,4-difluorophenoxy)-5-(methylsulfonylmethyl)phenyl)-5-ethyl-7-methoxy-1-methyl-1H-pyrrolo[2,3-c]pyridine). The yield is 104.0%. RXN SMILES: [F:1][C:2]1[CH:33]=[C:32]([F:34])[CH:31]=[CH:30][C:3]=1[O:4][C:5]1[CH:10]=[CH:9][C:8]([CH2:11][S:12]([CH3:15])(=[O:14])=[O:13])=[CH:7][C:6]=1[C:16]1[C:24]2[C:19](=[C:20]([O:27][CH3:28])[N:21]=[C:22]([CH:25]=[CH2:26])[CH:23]=2)[N:18]([CH3:29])[CH:17]=1.C(O)C>C(OCC)(=O)C.[Pd]>[F:1][C:2]1[CH:33]=[C:32]([F:34])[CH:31]=[CH:30][C:3]=1[O:4][C:5]1[CH:10]=[CH:9][C:8]([CH2:11][S:12]([CH3:15])(=[O:13])=[O:14])=[CH:7][C:6]=1[C:16]1[C:24]2[C:19](=[C:20]([O:27][CH3:28])[N:21]=[C:22]([CH2:25][CH3:26])[CH:23]=2)[N:18]([CH3:29])[CH:17]=1. Procedure details: The product from Example 92A (0.04 g, 0.083 mmol) and 10% Pd/C (0.022 g, 0.021 mmol) were combined in ethyl acetate (3 mL)/ethanol (3 mL), degassed under vacuum, placed under a balloon of hydrogen and stirred for 2 hours. The mixture was filtered through Celite and the Celite pad was washed repeatedly with ethyl acetate. The filtrate was concentrated to afford the title compound (0.042 g, 105%).